This data is from the Open Reaction Database (ORD), a public repository of structured organic reaction records. The task is: describe an organic reaction: reactants, conditions, products, and yield Reactants: COC(=O)C(C(=O)OC)CC1=CNC2=CC=C(C=C12)C#N (methyl 2-methoxycarbonyl-3-(5-cyano-1H-indol-3-yl)propanoate), [I-].[Na+] (sodium iodide). Run in C(Cl)(Cl)Cl (chloroform), N1=CC=CC=C1 (pyridine). Product: C(#N)C=1C=C2C(=CNC2=CC1)CCC(=O)OC (methyl 3-(5-cyano-1H-indol-3-yl)propanoate). The yield is 80.8%. As a reaction SMILES: [CH3:1][O:2][C:3]([CH:5]([CH2:10][C:11]1[C:19]2[C:14](=[CH:15][CH:16]=[C:17]([C:20]#[N:21])[CH:18]=2)[NH:13][CH:12]=1)C(OC)=O)=[O:4].[I-].[Na+]>N1C=CC=CC=1.C(Cl)(Cl)Cl>[C:20]([C:17]1[CH:18]=[C:19]2[C:14](=[CH:15][CH:16]=1)[NH:13][CH:12]=[C:11]2[CH2:10][CH2:5][C:3]([O:2][CH3:1])=[O:4])#[N:21] |f:1.2|. Procedure details: To a solution of 1.14 g (3.98 mmol, 1.0 equiv.) of methyl 2-methoxycarbonyl-3-(5-cyano-1H-indol-3-yl)propanoate in 20 mL of pyridine was added 1.19 g (7.96 mmol, 2.0 equiv.) of sodium iodide. The mixture was heated to reflux for sixteen hours. The solution was cooled and diluted with 150 mL of chloroform. The organic layer was washed once with 25 mL of saturated aqueous sodium bicarbonate solution. The organic layer was separated, dried over anhydrous sodium sulfate, filtered and concentrated. T... Run at temperature 100 celsius, time 90 minute. Yields the product CN1CCN(CC1)CCCOC1=C(C=C2C(N(C=NC2=C1)COC(C(C)(C)C)=O)=O)OC (7-(3-(4-methylpiperazin-1-yl)propoxy)-6-methoxy-3-((pivaloyloxy)methyl)-3,4-dihydroquinazolin-4-one). Procedure: A suspension of 7-(3-bromopropoxy)-6-methoxy-3-((pivaloyloxy)methyl) -3,4-dihydroquinazolin-4-one (36.7 g, 86 mmol) in 1-methylpiperazine (370 ml) was stirred at 100° C. for 90 minutes. After removal of the volatiles under vacuum, the residue was partitioned between methylene chloride and aqueous ammonium chloride. The organic layer was separated, washed with water, brine, dried (MgSO4) and evaporated. The solid was triturated with ether, filtered, washed with ether and dried under vacuum to giv... Isolated yield 83.0%. As a reaction SMILES: Br[CH2:2][CH2:3][CH2:4][O:5][C:6]1[CH:15]=[C:14]2[C:9]([C:10](=[O:24])[N:11]([CH2:16][O:17][C:18](=[O:23])[C:19]([CH3:22])([CH3:21])[CH3:20])[CH:12]=[N:13]2)=[CH:8][C:7]=1[O:25][CH3:26].[CH3:27][N:28]1[CH2:33][CH2:32][NH:31][CH2:30][CH2:29]1>>[CH3:27][N:28]1[CH2:33][CH2:32][N:31]([CH2:2][CH2:3][CH2:4][O:5][C:6]2[CH:15]=[C:14]3[C:9]([C:10](=[O:24])[N:11]([CH2:16][O:17][C:18](=[O:23])[C:19]([CH3:22])([CH3:21])[CH3:20])[CH:12]=[N:13]3)=[CH:8][C:7]=2[O:25][CH3:26])[CH2:30][CH2:29]1. Reactants: BrCCCOC1=C(C=C2C(N(C=NC2=C1)COC(C(C)(C)C)=O)=O)OC (7-(3-bromopropoxy)-6-methoxy-3-((pivaloyloxy)methyl) -3,4-dihydroquinazolin-4-one), CN1CCNCC1 (1-methylpiperazine). Reported procedure: To the above 600 mg of 4,6-dichloro-[1.7]naphthyridine-3-carbonitrile in 20 mL of absolute ethanol was added 1 mL of 3-bromoaniline. After refluxing the reaction under an inert atmosphere for 4 hours, the reaction mixture was cooled to ambient temperature, diluted with ether, and the product was filtered and washed with ether. Drying in vacuo yielded 790 mg of 4-(3-bromo-phenylamino)-6-chloro-[1.7]naphthyridine-3-carbonitrile as an off-white solid: mp=220-223° C.; mass spectrum (m/e): M+H 359.0,... The solvent is CCOCC (ether), C(C)O (ethanol). Starting materials: ClC1=C(C=NC2=CN=C(C=C12)Cl)C#N (4,6-dichloro-[1.7]naphthyridine-3-carbonitrile), BrC=1C=C(N)C=CC1 (3-bromoaniline). As a reaction SMILES: Cl[C:2]1[C:11]2[C:6](=[CH:7][N:8]=[C:9]([Cl:12])[CH:10]=2)[N:5]=[CH:4][C:3]=1[C:13]#[N:14].[Br:15][C:16]1[CH:17]=[C:18]([CH:20]=[CH:21][CH:22]=1)[NH2:19]>C(O)C.CCOCC>[Br:15][C:16]1[CH:17]=[C:18]([NH:19][C:2]2[C:11]3[C:6](=[CH:7][N:8]=[C:9]([Cl:12])[CH:10]=3)[N:5]=[CH:4][C:3]=2[C:13]#[N:14])[CH:20]=[CH:21][CH:22]=1. Product: BrC=1C=C(C=CC1)NC1=C(C=NC2=CN=C(C=C12)Cl)C#N (4-(3-bromo-phenylamino)-6-chloro-[1.7]naphthyridine-3-carbonitrile).